From a dataset of the Open Reaction Database (ORD), a public repository of structured organic reaction records. describe an organic reaction: reactants, conditions, products, and yield The reactants are Cc1cccc(Br)c1O, O=C([O-])[O-], CC(C)=O, [Cl-], CI, [K+], [K+], [NH4+]. Product: COc1c(C)cccc1Br. RXN SMILES: [Br:1][c:2]1[c:3]([OH:9])[c:4]([CH3:8])[cH:5][cH:6][cH:7]1.[C:12](=[O:13])([O-:14])[O-:15].[CH3:20][C:21](=[O:22])[CH3:23].[Cl-:18].[I:10][CH3:11].[K+:16].[K+:17].[NH4+:19]>>[Br:1][c:2]1[c:3]([O:9][CH3:12])[c:4]([CH3:8])[cH:5][cH:6][cH:7]1. Reactants: CN1C(=CC(=C1)NC=O)C(=O)O (1-methyl-4-formylamino-2-pyrrolecarboxylic acid), S(=O)(Cl)Cl (thionyl chloride). Run in C1=CC=CC=C1 (benzene). The product is CN1C(=CC(=C1)NC=O)C(=O)Cl (1-methyl-4-formylamino-2-pyrrolecarbonyl chloride). As a reaction SMILES: [CH3:1][N:2]1[CH:6]=[C:5]([NH:7][CH:8]=[O:9])[CH:4]=[C:3]1[C:10]([OH:12])=O.S(Cl)([Cl:15])=O>C1C=CC=CC=1>[CH3:1][N:2]1[CH:6]=[C:5]([NH:7][CH:8]=[O:9])[CH:4]=[C:3]1[C:10]([Cl:15])=[O:12]. Procedure details: A suspension of 1-methyl-4-formylamino-2-pyrrolecarboxylic acid (V) in benzene is heated at 80° C. in presence of an excess of thionyl chloride until a solution is obtained. The reaction is then stopped. By repeatedly evaporating from benzene at reduced pressure and temperature, there is obtained the crude chloride (II) which is stocked and used without further purification following determination of the title (generally not below 60%) by conversion to an ester and quantitative analysis of the r... Reactants: [Li]CCCC, C[Si](C)(C)N1CCCC1=O, Cc1cc(CCCCCOc2c(Cl)cc(I)cc2Cl)on1. The product is Cc1cc(CCCCCOc2c(Cl)cc(C3=NCCC3)cc2Cl)on1. As a reaction SMILES: [CH2:22]([Li:23])[CH2:24][CH2:25][CH3:26].[CH3:27][Si:28]([N:29]1[C:30](=[O:36])[CH2:31][CH2:32][CH2:33]1)([CH3:34])[CH3:35].[Cl:1][c:2]1[c:3]([O:4][CH2:5][CH2:6][CH2:7][CH2:8][CH2:9][c:10]2[cH:11][c:12]([CH3:15])[n:13][o:14]2)[c:16]([Cl:21])[cH:17][c:18]([I:20])[cH:19]1>>[Cl:1][c:2]1[c:3]([O:4][CH2:5][CH2:6][CH2:7][CH2:8][CH2:9][c:10]2[cH:11][c:12]([CH3:15])[n:13][o:14]2)[c:16]([Cl:21])[cH:17][c:18]([C:30]2=[N:29][CH2:33][CH2:32][CH2:31]2)[cH:19]1. The product is Cl.C(=C)OCCN1C(CN=C(C2=C1C=CC(=C2)Cl)C2=CC=CC=C2)=O (1-(β-vinyloxyethyl)-5-phenyl-7-chloro-1,3-dihydro-2H-1,4-benzodiazepin-2-one hydrochloride). RXN SMILES: [CH:1]([O:3][CH2:4][CH2:5][NH:6][C:7]1[CH:20]=[CH:19][C:18]([Cl:21])=[CH:17][C:8]=1[C:9]([C:11]1[CH:16]=[CH:15][CH:14]=[CH:13][CH:12]=1)=O)=[CH2:2].[O:22]1[C:26](=O)[CH2:25][NH:24]C1=O.Cl.N>C(Cl)Cl.O>[ClH:21].[CH:1]([O:3][CH2:4][CH2:5][N:6]1[C:7]2[CH:20]=[CH:19][C:18]([Cl:21])=[CH:17][C:8]=2[C:9]([C:11]2[CH:16]=[CH:15][CH:14]=[CH:13][CH:12]=2)=[N:24][CH2:25][C:26]1=[O:22])=[CH2:2] |f:6.7|. The reactants are C(=C)OCCNC1=C(C(=O)C2=CC=CC=C2)C=C(C=C1)Cl (2-(β-vinyloxyethyl)amino-5-chlorobenzophenone), O1C(NCC1=O)=O (oxazolidin-2,5-dione), N (ammonia), Cl (hydrogen chloride). Solvent: C(Cl)Cl (methylene chloride), O (water). Procedure: To a solution of 0.3g of 2-(β-vinyloxyethyl)amino-5-chlorobenzophenone in 20 ml of dry methylene chloride is added 0.27g of oxazolidin-2,5-dione. To the mixture is added 20 ml of etheral hydrogen chloride under cooling. The mixture is allowed to stand at room temperature with occasional stirring. The reaction mixture is poured into water, basified with aqueous ammonia and extracted with methylene chloride. The extracts are combined and dried over sodium sulfate, and the solvent is removed under ...